The task is: describe an organic reaction: reactants, conditions, products, and yield. This data is from the Open Reaction Database (ORD), a public repository of structured organic reaction records. Reactants: N1=C(C=CC=C1)C (α-picoline), CN1CCNCC1 (1-methylpiperazine), C(C)OC(=O)C1=CN(C2=CC(=C(C=C2C1=O)F)Cl)CC (1-ethyl-6-fluoro-7-chloro-4-oxo-1,4-dihydroquinoline-3-carboxylic acid ethyl ester). Product: C(C)OC(=O)C1=CN(C2=CC(=C(C=C2C1=O)F)N1CCN(CC1)C)CC (1-ethyl-6-fluoro-7-(4-methyl-1-piperazinyl)-4-oxo-1,4-dihydroquinoline-3-carboxylic acid ethyl ester). The yield is 64.1%. RXN SMILES: N1C=CC=CC=1C.[CH3:8][N:9]1[CH2:14][CH2:13][NH:12][CH2:11][CH2:10]1.[CH2:15]([O:17][C:18]([C:20]1[C:29](=[O:30])[C:28]2[C:23](=[CH:24][C:25](Cl)=[C:26]([F:31])[CH:27]=2)[N:22]([CH2:33][CH3:34])[CH:21]=1)=[O:19])[CH3:16]>>[CH2:15]([O:17][C:18]([C:20]1[C:29](=[O:30])[C:28]2[C:23](=[CH:24][C:25]([N:12]3[CH2:13][CH2:14][N:9]([CH3:8])[CH2:10][CH2:11]3)=[C:26]([F:31])[CH:27]=2)[N:22]([CH2:33][CH3:34])[CH:21]=1)=[O:19])[CH3:16]. Procedure: A mixture of 8 ml of α-picoline, 4.8 g of 1-methylpiperazine, and 3.6 g of 1-ethyl-6-fluoro-7-chloro-4-oxo-1,4-dihydroquinoline-3-carboxylic acid ethyl ester was refluxed for 5 hrs. The reaction mixture was treated by operating as in Example 6 to give 2.8 g (64.8% yield) of 1-ethyl-6-fluoro-7-(4-methyl-1-piperazinyl)-4-oxo-1,4-dihydroquinoline-3-carboxylic acid ethyl ester. mp: 176°-177° C. The above ethyl ester was hydrolyzed by the same way in Example 1 to obtain the corresponding acid.